Dataset: the Open Reaction Database (ORD), a public repository of structured organic reaction records. Task: describe an organic reaction: reactants, conditions, products, and yield Starting materials: ClC=1C=C(C=C(C1O)Cl)NC1=NC=CC(=N1)SC1=CC(=CC(=C1)C)C (N-(3,5-dichloro-4-hydroxyphenyl)-4-(3,5-dimethylphenylsulphanyl)-2-pyrimidineamine), NC1=CC(=C(C(=C1)Cl)O)Cl (4-amino-2,6-dichlorophenol), ClC1=NC=CC(=N1)SC1=CC(=CC(=C1)C)C (2-chloro-4-(3,5-dimethylphenylsulphanyl)-pyrimidine), C1(=CC=CC=C1)P(C1=CC=CC=C1)C1=CC=CC=C1 (triphenylphosphine), OCCN1CCCC1 (N-(2-hydroxyethyl)pyrrolidine). Solvent: O1CCCC1 (tetrahydrofuran). Yields the product ClC=1C=C(C=C(C1OCCN1CCCC1)Cl)NC1=NC=CC(=N1)SC1=CC(=CC(=C1)C)C (N-{3,5-Dichloro-4-[(2-pyrrolidin-1-yl)ethoxy]phenyl}-4-(3,5-dimethylphenylsulphanyl)-2-pyrimidineamine). As a reaction SMILES: [Cl:1][C:2]1[CH:3]=[C:4]([NH:10][C:11]2[N:16]=[C:15]([S:17][C:18]3[CH:23]=[C:22]([CH3:24])[CH:21]=[C:20]([CH3:25])[CH:19]=3)[CH:14]=[CH:13][N:12]=2)[CH:5]=[C:6]([Cl:9])[C:7]=1[OH:8].NC1C=C(Cl)C(O)=C(Cl)C=1.ClC1N=C(SC2C=C(C)C=C(C)C=2)C=CN=1.C1(P(C2C=CC=CC=2)C2C=CC=CC=2)C=CC=CC=1.O[CH2:72][CH2:73][N:74]1[CH2:78][CH2:77][CH2:76][CH2:75]1>O1CCCC1>[Cl:9][C:6]1[CH:5]=[C:4]([NH:10][C:11]2[N:16]=[C:15]([S:17][C:18]3[CH:19]=[C:20]([CH3:25])[CH:21]=[C:22]([CH3:24])[CH:23]=3)[CH:14]=[CH:13][N:12]=2)[CH:3]=[C:2]([Cl:1])[C:7]=1[O:8][CH2:72][CH2:73][N:74]1[CH2:78][CH2:77][CH2:76][CH2:75]1. Procedure: To a solution of N-(3,5-dichloro-4-hydroxyphenyl)-4-(3,5-dimethylphenylsulphanyl)-2-pyrimidineamine (1.0 g, 2.55 mmol--prepared from 4-amino-2,6-dichlorophenol and 2-chloro-4-(3,5-dimethylphenylsulphanyl)-pyrimidine according to the method of Example 4) in dry tetrahydrofuran were added triphenylphosphine (802 mg, 3.06 mmol) and N-(2-hydroxyethyl)pyrrolidine (0.3 ml, 2.55 mmol), followed by diethyl azadicarboxylate (0.49 ml, 3.1 mmol). The resulting solution was heated at reflux for 18 h and on ... Yields the product CCOC(=O)C1(C(=O)O)CC1. Reaction SMILES: [C:1]1([C:4](=[O:5])[O:6][CH2:7][CH3:8])([C:9](=[O:10])[O:11][CH2:12][CH3:13])[CH2:2][CH2:3]1.[CH3:16][CH2:17][OH:18].[K+:15].[OH-:14].[OH2:19]>>[C:1]1([C:4](=[O:5])[O:6][CH2:7][CH3:8])([C:9](=[O:10])[OH:11])[CH2:2][CH2:3]1. The reactants are CCOC(=O)C1(C(=O)OCC)CC1, CCO, [K+], [OH-], O. Starting materials: COC(=O)c1ccc2c(C3CCCCC3)c(Br)[nH]c2c1, CN(C)C=O, ClCSc1ccccc1, [H-], [Na+], O. Product: COC(=O)c1ccc2c(C3CCCCC3)c(Br)n(CSc3ccccc3)c2c1. Reaction SMILES: [Br:1][c:2]1[nH:3][c:4]2[cH:5][c:6]([C:17](=[O:18])[O:19][CH3:20])[cH:7][cH:8][c:9]2[c:10]1[CH:11]1[CH2:12][CH2:13][CH2:14][CH2:15][CH2:16]1.[CH3:33][N:34]([CH3:35])[CH:36]=[O:37].[Cl:23][CH2:24][S:25][c:26]1[cH:27][cH:28][cH:29][cH:30][cH:31]1.[H-:21].[Na+:22].[OH2:32]>>[Br:1][c:2]1[n:3]([CH2:24][S:25][c:26]2[cH:27][cH:28][cH:29][cH:30][cH:31]2)[c:4]2[cH:5][c:6]([C:17](=[O:18])[O:19][CH3:20])[cH:7][cH:8][c:9]2[c:10]1[CH:11]1[CH2:12][CH2:13][CH2:14][CH2:15][CH2:16]1. The reactants are CCN1CCc2ccc(N)cc2CC1, C1COCCO1, COCCO, O=C(NC1CCCCC1Nc1nc(Cl)ncc1Cl)C(F)(F)F, Cl, O=C([O-])[O-]. Product: CCN1CCc2ccc(Nc3ncc(Cl)c(NC4CCCCC4NC(=O)C(F)(F)F)n3)cc2CC1. Reaction SMILES: [CH2:23]([CH3:24])[N:25]1[CH2:26][CH2:27][c:28]2[c:29]([cH:32][c:33]([NH2:36])[cH:34][cH:35]2)[CH2:30][CH2:31]1.[CH2:47]1[O:48][CH2:49][CH2:50][O:51][CH2:52]1.[CH3:42][O:43][CH2:44][CH2:45][OH:46].[Cl:1][c:2]1[n:3][cH:4][c:5]([Cl:22])[c:6]([NH:8][CH:9]2[CH:10]([NH:15][C:16]([C:17]([F:18])([F:19])[F:20])=[O:21])[CH2:11][CH2:12][CH2:13][CH2:14]2)[n:7]1.[ClH:37].[O-:38][C:39](=[O:40])[O-:41]>>[c:2]1([NH:36][c:33]2[cH:32][c:29]3[c:28]([cH:35][cH:34]2)[CH2:27][CH2:26][N:25]([CH2:23][CH3:24])[CH2:31][CH2:30]3)[n:3][cH:4][c:5]([Cl:22])[c:6]([NH:8][CH:9]2[CH:10]([NH:15][C:16]([C:17]([F:18])([F:19])[F:20])=[O:21])[CH2:11][CH2:12][CH2:13][CH2:14]2)[n:7]1. Reactants: CO, [K+], [OH-], COC(=O)c1ncoc1-c1ccoc1. Yields the product O=C(O)c1ncoc1-c1ccoc1. RXN SMILES: [CH3:17][OH:18].[K+:16].[OH-:15].[o:1]1[cH:2][c:3](-[c:6]2[c:7]([C:11](=[O:12])[O:13][CH3:14])[n:8][cH:9][o:10]2)[cH:4][cH:5]1>>[o:1]1[cH:2][c:3](-[c:6]2[c:7]([C:11](=[O:12])[OH:13])[n:8][cH:9][o:10]2)[cH:4][cH:5]1.